Task: describe an organic reaction: reactants, conditions, products, and yield. Dataset: the Open Reaction Database (ORD), a public repository of structured organic reaction records The reactants are O1CC12CCN(CC2)C2=C(C=C(C=C2)N2C(O[C@H](C2)CNC(C)=O)=O)F ((S)—N-{3-[4-(1-oxa-6-aza-spiro[2.5]oct-6-yl)-3-fluorophenyl]-2-oxo-oxazolidin-5-ylmethyl}-acetamide), SCCCO (3-mercaptopropanol), B(F)(F)F (BF3). Yields the product O1CCCSCC12CCN(CC2)C2=C(C=C(C=C2)N2C(O[C@H](C2)CNC(C)=O)=O)F ((S)—N-{3-[4-(1-oxa-5-thia-10-aza-spiro[6.5]dodec-10-yl)-3-fluorophenyl]-2-oxo-oxazolidin-5-ylmethyl}-acetamide). RXN SMILES: [O:1]1[C:3]2([CH2:8][CH2:7][N:6]([C:9]3[CH:14]=[CH:13][C:12]([N:15]4[CH2:19][C@H:18]([CH2:20][NH:21][C:22](=[O:24])[CH3:23])[O:17][C:16]4=[O:25])=[CH:11][C:10]=3[F:26])[CH2:5][CH2:4]2)[CH2:2]1.[SH:27][CH2:28][CH2:29][CH2:30]O.B(F)(F)F>>[O:1]1[C:3]2([CH2:4][CH2:5][N:6]([C:9]3[CH:14]=[CH:13][C:12]([N:15]4[CH2:19][C@H:18]([CH2:20][NH:21][C:22](=[O:24])[CH3:23])[O:17][C:16]4=[O:25])=[CH:11][C:10]=3[F:26])[CH2:7][CH2:8]2)[CH2:2][S:27][CH2:28][CH2:29][CH2:30]1. Procedure: The title compound was prepared by reacting (S)—N-{3-[4-(1-oxa-6-aza-spiro[2.5]oct-6-yl)-3-fluorophenyl]-2-oxo-oxazolidin-5-ylmethyl}-acetamide (0.3 mmol) with 3-mercaptopropanol (0.36 mmol), BF3.etherate (catalytic) in tetrahydrofuran (10 ml) at 70-80° C. for 14 hours followed by silica gel column chromatographic purification to provide title compound in 48% yield. Reactants: COC1=C(C=C(C=C1)CC1C(NC(N1)=O)=O)OCC1=CC=CC=C1 ((RS)-5-[[4-Methoxy-3-(phenylmethoxy)phenyl]methyl]-2,4-imidazolidinedione), C1=CC=C2C(=C1)C(=O)C(C2=O)(O)O (ninhydrin). Run in C(C)(=O)O.CO.C(Cl)(Cl)Cl (acetic acid methanol chloroform). The product is COC1=C(C=C(CC(N)C(=O)O)C=C1)OCC1=CC=CC=C1 ((RS)-4-Methoxy-3-(phenylmethoxy)phenylalanine). Reaction SMILES: [CH3:1][O:2][C:3]1[CH:8]=[CH:7][C:6]([CH2:9][CH:10]2[NH:14]C(=O)N[C:11]2=[O:16])=[CH:5][C:4]=1[O:17][CH2:18][C:19]1[CH:24]=[CH:23][CH:22]=[CH:21][CH:20]=1.C1C=C2C(C(O)(O)C(=O)C2=CC=1)=[O:32]>C(O)(=O)C.CO.C(Cl)(Cl)Cl>[CH3:1][O:2][C:3]1[CH:8]=[CH:7][C:6]([CH2:9][CH:10]([C:11]([OH:16])=[O:32])[NH2:14])=[CH:5][C:4]=1[O:17][CH2:18][C:19]1[CH:24]=[CH:23][CH:22]=[CH:21][CH:20]=1 |f:2.3.4|. Procedure details: This compound is prepared from the corresponding hydantoin derivative (Example 7) by a procedure similar to that in Example 9; tlc (1:5:20 acetic acid-methanol-chloroform system); Rf 0.4 (ninhydrin). Starting materials: [N+](=O)([O-])C1=CC2=CC(=CC=C2C=C1)C(F)(F)F (2-nitro-7-trifluoromethylnaphthalene). The reagents and catalysts are [Ni] (Raney nickel). Run in CO (methanol). Reaction conditions: time 1 hour. The product is FC(C1=CC=C2C=CC(=CC2=C1)N)(F)F (7-trifluoromethyl-2-aminonaphthalene). Reaction SMILES: [N+:1]([C:4]1[CH:13]=[CH:12][C:11]2[C:6](=[CH:7][C:8]([C:14]([F:17])([F:16])[F:15])=[CH:9][CH:10]=2)[CH:5]=1)([O-])=O>[Ni].CO>[F:15][C:14]([F:16])([F:17])[C:8]1[CH:7]=[C:6]2[C:11]([CH:12]=[CH:13][C:4]([NH2:1])=[CH:5]2)=[CH:10][CH:9]=1. Procedure details: A mixture of 2-nitro-7-trifluoromethylnaphthalene (650 mg, 2.7 mmol) and Raney nickel (65 mg) in methanol (10 mL) is stirred under H2 (1 atm) for 1 hour. Filtration of the catalyst and evaporation of the solvent gives 7-trifluoromethyl-2-aminonaphthalene as a yellow solid. Starting materials: ClC1=CC=C(C(=O)N(C2=CC=C(OC)C=C2)CCCC(=O)O)C=C1 (N-(p-chlorobenzoyl)-4-(p-anisidino)-butyric acid), CC1=C(NCCCC(=O)OCC)C(=CC=C1)C (ethyl 4-(2,6-dimethylanilino)butyrate). Yields the product ClC1=CC=C(C(=O)N(C2=CC=C(OC)C=C2)CCCC(=O)N(C2=C(C=CC=C2C)C)CCCC(=O)OCC)C=C1 (ethyl N-[N-(p-chlorobenzoyl)-4-(p-anisidino)butyryl]-4-(2,6-dimethylanilino)butyrate). Reaction SMILES: [Cl:1][C:2]1[CH:24]=[CH:23][C:5]([C:6]([N:8]([CH2:17][CH2:18][CH2:19][C:20](O)=[O:21])[C:9]2[CH:16]=[CH:15][C:12]([O:13][CH3:14])=[CH:11][CH:10]=2)=[O:7])=[CH:4][CH:3]=1.[CH3:25][C:26]1[CH:40]=[CH:39][CH:38]=[C:37]([CH3:41])[C:27]=1[NH:28][CH2:29][CH2:30][CH2:31][C:32]([O:34][CH2:35][CH3:36])=[O:33]>>[Cl:1][C:2]1[CH:24]=[CH:23][C:5]([C:6]([N:8]([CH2:17][CH2:18][CH2:19][C:20]([N:28]([CH2:29][CH2:30][CH2:31][C:32]([O:34][CH2:35][CH3:36])=[O:33])[C:27]2[C:37]([CH3:41])=[CH:38][CH:39]=[CH:40][C:26]=2[CH3:25])=[O:21])[C:9]2[CH:16]=[CH:15][C:12]([O:13][CH3:14])=[CH:11][CH:10]=2)=[O:7])=[CH:4][CH:3]=1. Reported procedure: Analogously to Example 1, by using equivalent quantities, reacting N-(p-chlorobenzoyl)-4-(p-anisidino)-butyric acid and ethyl 4-(2,6-dimethylanilino)butyrate and suitable processing produces ethyl N-[N-(p-chlorobenzoyl)-4-(p-anisidino)butyryl]-4-(2,6-dimethylanilino)butyrate (oil), saponification of which and the processing of the reaction product yields N-[N-(p-chlorobenzoyl)-4-(p-anisidino)butyryl]-4-(2,6-dimethylanilino)butyric acid (M.P. 131° to 133°).